From a dataset of the Open Reaction Database (ORD), a public repository of structured organic reaction records. describe an organic reaction: reactants, conditions, products, and yield The reactants are O=C([O-])[O-], COc1ccc2c(Br)c(OCc3ccccc3)ccc2c1, CCOC(C)=O, Cc1ccccc1, [Cs+], [Cs+], [Cu+2], Oc1ccc(OCCN2CCCCC2)cc1, O=S(=O)([O-])C(F)(F)F, O=S(=O)([O-])C(F)(F)F, c1ccccc1. The product is COc1ccc2c(Oc3ccc(OCCN4CCCCC4)cc3)c(OCc3ccccc3)ccc2c1. RXN SMILES: [C:38](=[O:39])([O-:40])[O-:41].[CH2:1]([c:2]1[cH:3][cH:4][cH:5][cH:6][cH:7]1)[O:8][c:9]1[c:10]([Br:21])[c:11]2[cH:12][cH:13][c:14]([O:19][CH3:20])[cH:15][c:16]2[cH:17][cH:18]1.[CH3:44][CH2:45][O:46][C:47](=[O:48])[CH3:49].[CH3:73][c:74]1[cH:75][cH:76][cH:77][cH:78][cH:79]1.[Cs+:42].[Cs+:43].[Cu+2:64].[N:22]1([CH2:28][CH2:29][O:30][c:31]2[cH:32][cH:33][c:34]([OH:37])[cH:35][cH:36]2)[CH2:23][CH2:24][CH2:25][CH2:26][CH2:27]1.[S:56]([O-:57])([C:58]([F:59])([F:60])[F:61])(=[O:62])=[O:63].[S:65]([O-:66])([C:67]([F:68])([F:69])[F:70])(=[O:71])=[O:72].[cH:50]1[cH:51][cH:52][cH:53][cH:54][cH:55]1>>[CH2:1]([c:2]1[cH:3][cH:4][cH:5][cH:6][cH:7]1)[O:8][c:9]1[c:10]([O:37][c:34]2[cH:33][cH:32][c:31]([O:30][CH2:29][CH2:28][N:22]3[CH2:23][CH2:24][CH2:25][CH2:26][CH2:27]3)[cH:36][cH:35]2)[c:11]2[cH:12][cH:13][c:14]([O:19][CH3:20])[cH:15][c:16]2[cH:17][cH:18]1. The reactants are CC1(C\C(\C(CC1)=O)=C/O[Si](C)(C)C)C ((2E)-4,4-dimethyl-2-(((trimethylsilyl)oxy)methylene)cyclohexanone), [Si](C)(C)(C(C)(C)C)O\C=C/1\C(CCC(C1)(C)C)=O ((2E)-2-(((tert-butyl(dimethyl)silyl)oxy)methylene)-4,4-dimethylcyclohexanone), CC1(C\C(\C(CC1)=O)=C/O[Si](C(C)C)(C(C)C)C(C)C)C ((2E)-4,4-dimethyl-2-(((triisopropylsilyl)oxy)methylene)cyclohexanone), ClC1=CC=C(C=C1)[Mg]Br (4-chlorophenyl magnesium bromide). The product is ClC1=CC=C(C=C1)C1(/C(/CC(CC1)(C)C)=C/O[Si](C(C)C)(C(C)C)C(C)C)O ((2E)-1-(4-chlorophenyl)-4,4-dimethyl-2-(((triisopropylsilyl)oxy)methylene)cyclohexanol), ClC1=CC=C(C=C1)C1(/C(/CC(CC1)(C)C)=C/O[Si](C)(C)C)O ((2E)-1-(4-chlorophenyl)-4,4-dimethyl-2-(((trimethylsilyl)oxy)methylene)cyclohexanol), [Si](C)(C)(C(C)(C)C)O\C=C/1\C(CCC(C1)(C)C)(O)C1=CC=C(C=C1)Cl ((2E)-2-(((tert-butyl(dimethyl)silyl)oxy)methylene)-1-(4-chlorophenyl)-4,4-dimethylcyclohexanol). RXN SMILES: [CH3:1][C:2]1([CH3:21])[CH2:7][CH2:6][C:5](=[O:8])/[C:4](=[CH:9]/[O:10][Si:11]([CH:18]([CH3:20])[CH3:19])([CH:15]([CH3:17])[CH3:16])[CH:12]([CH3:14])[CH3:13])/[CH2:3]1.[CH3:22][C:23]1([CH3:36])[CH2:28][CH2:27][C:26](=[O:29])/[C:25](=[CH:30]/[O:31][Si:32]([CH3:35])([CH3:34])[CH3:33])/[CH2:24]1.[Si:37]([O:44]/[CH:45]=[C:46]1/[C:47](=[O:54])[CH2:48][CH2:49][C:50]([CH3:53])([CH3:52])[CH2:51]/1)([C:40]([CH3:43])([CH3:42])[CH3:41])([CH3:39])[CH3:38].[Cl:55][C:56]1[CH:61]=[CH:60][C:59]([Mg]Br)=[CH:58][CH:57]=1>>[Cl:55][C:56]1[CH:61]=[CH:60][C:59]([C:5]2([OH:8])[CH2:6][CH2:7][C:2]([CH3:1])([CH3:21])[CH2:3]/[C:4]/2=[CH:9]\[O:10][Si:11]([CH:15]([CH3:17])[CH3:16])([CH:12]([CH3:14])[CH3:13])[CH:18]([CH3:20])[CH3:19])=[CH:58][CH:57]=1.[Cl:55][C:56]1[CH:61]=[CH:60][C:59]([C:26]2([OH:29])[CH2:27][CH2:28][C:23]([CH3:36])([CH3:22])[CH2:24]/[C:25]/2=[CH:30]\[O:31][Si:32]([CH3:34])([CH3:33])[CH3:35])=[CH:58][CH:57]=1.[Si:37]([O:44]/[CH:45]=[C:46]1/[C:47]([C:59]2[CH:60]=[CH:61][C:56]([Cl:55])=[CH:57][CH:58]=2)([OH:54])[CH2:48][CH2:49][C:50]([CH3:53])([CH3:52])[CH2:51]/1)([C:40]([CH3:43])([CH3:42])[CH3:41])([CH3:39])[CH3:38]. Procedure: reacting the (2E)-4,4-dimethyl-2-(((triisopropylsilyl)oxy)methylene)cyclohexanone, (2E)-4,4-dimethyl-2-(((trimethylsilyl)oxy)methylene)cyclohexanone, or (2E)-2-(((tert-butyl(dimethyl)silyl)oxy)methylene)-4,4-dimethylcyclohexanone and 4-chlorophenyl magnesium bromide to provide ((2E)-1-(4-chlorophenyl)-4,4-dimethyl-2-(((triisopropylsilyl)oxy)methylene)cyclohexanol, (2E)-1-(4-chlorophenyl)-4,4-dimethyl-2-(((trimethylsilyl)oxy)methylene)cyclohexanol, or (2E)-2-(((tert-butyl(dimethyl)silyl)oxy)methy... Conditions: time 3 hour. Solvent: C1(=CC=CC=C1)C (toluene). The product is C(C=C)(=O)OCCOC1=C(C=CC=C1C1=CC=CC=C1)C1=CC=CC=C1 (2,6-Diphenylphenoxyethyl acrylate). Reaction SMILES: C(OC1C=CC(C(C2C=CC(OC(=O)C=C)=CC=2)(C2C=CC(OC(=O)C=C)=CC=2)C)=CC=1)(=O)C=C.[C:36]1([C:42]2[CH:51]=[CH:50][CH:49]=[C:48]([C:52]3[CH:57]=[CH:56][CH:55]=[CH:54][CH:53]=3)[C:43]=2[O:44][CH:45](O)[CH3:46])[CH:41]=[CH:40][CH:39]=[CH:38][CH:37]=1.[C:58]([OH:62])(=[O:61])[CH:59]=[CH2:60].CS(O)(=O)=O>C1(C)C=CC=CC=1>[C:58]([O:62][CH2:46][CH2:45][O:44][C:43]1[C:48]([C:52]2[CH:57]=[CH:56][CH:55]=[CH:54][CH:53]=2)=[CH:49][CH:50]=[CH:51][C:42]=1[C:36]1[CH:41]=[CH:40][CH:39]=[CH:38][CH:37]=1)(=[O:61])[CH:59]=[CH2:60]. Reactants: C(C=C)(=O)OC1=CC=C(C=C1)C(C)(C1=CC=C(C=C1)OC(C=C)=O)C1=CC=C(C=C1)OC(C=C)=O (Acrylic acid 4-[1,1-bis-(4-acryloyloxy-phenyl)-ethyl]-phenyl ester), C1(=CC=CC=C1)C1=C(OC(C)O)C(=CC=C1)C1=CC=CC=C1 (2,6-diphenylphenoxyethanol), C(C=C)(=O)O (acrylic acid), CS(=O)(=O)O (methane sulfonic acid), 5198. Procedure details: To a 50 ml 1 neck round bottom equipped with a dean stark trap was added 2,6-diphenylphenoxyethanol (5 g, 1 eq), toluene (21 ml), acrylic acid (2.7 g, 2.2 eq), methane sulfonic acid (0.3 g, 0.18 eq), Prostab 5198 (0.003 g) and heated to reflux. After 3 hours the reaction was complete. The reaction was washed with 20 ml sodium carbonate and 20 ml sodium chloride brine. The toluene mixture was filtered through thin layer of silica gel and eluted with 30 ml toluene. The filtrate was treated with th... Starting materials: CCOC(=O)c1nc(Br)c2c(c1O)c1ccccc1n2C, C[Sn](C)(C)C, CN(C)C=O, Cl[Pd]Cl, c1ccc(P(c2ccccc2)c2ccccc2)cc1, c1ccc(P(c2ccccc2)c2ccccc2)cc1. The product is CCOC(=O)c1nc(C)c2c(c1O)c1ccccc1n2C. Reaction SMILES: [CH2:1]([CH3:2])[O:3][C:4](=[O:5])[c:6]1[n:7][c:8]([Br:21])[c:9]2[n:10]([CH3:20])[c:11]3[cH:12][cH:13][cH:14][cH:15][c:16]3[c:17]2[c:18]1[OH:19].[CH3:22][Sn:23]([CH3:24])([CH3:25])[CH3:26].[O:27]=[CH:28][N:29]([CH3:30])[CH3:31].[Pd:32]([Cl:33])[Cl:34].[c:35]1([P:36]([c:37]2[cH:38][cH:39][cH:40][cH:41][cH:42]2)[c:43]2[cH:44][cH:45][cH:46][cH:47][cH:48]2)[cH:49][cH:50][cH:51][cH:52][cH:53]1.[c:54]1([P:55]([c:56]2[cH:57][cH:58][cH:59][cH:60][cH:61]2)[c:62]2[cH:63][cH:64][cH:65][cH:66][cH:67]2)[cH:68][cH:69][cH:70][cH:71][cH:72]1>>[CH2:1]([CH3:2])[O:3][C:4](=[O:5])[c:6]1[n:7][c:8]([CH3:22])[c:9]2[n:10]([CH3:20])[c:11]3[cH:12][cH:13][cH:14][cH:15][c:16]3[c:17]2[c:18]1[OH:19]. Starting materials: CC(C)(C)NO, COc1ccc(Sc2ccc(C=O)o2)cc1, ClC(Cl)Cl. The product is COc1ccc(Sc2ccc(C=[N+]([O-])C(C)(C)C)o2)cc1. As a reaction SMILES: [C:17]([CH3:18])([CH3:19])([CH3:20])[NH:21][OH:22].[CH3:1][O:2][c:3]1[cH:4][cH:5][c:6]([S:9][c:10]2[o:11][c:12]([CH:15]=[O:16])[cH:13][cH:14]2)[cH:7][cH:8]1.[Cl:23][CH:24]([Cl:25])[Cl:26]>>[CH3:1][O:2][c:3]1[cH:4][cH:5][c:6]([S:9][c:10]2[o:11][c:12]([CH:15]=[N+:21]([C:17]([CH3:18])([CH3:19])[CH3:20])[O-:22])[cH:13][cH:14]2)[cH:7][cH:8]1. The reactants are [Na].[Na].CN1C(NC(C=2NC=NC12)=O)=O (3-methylxanthine disodium salt), ClCP(C)(C)=O (chloromethyldimethylphosphine oxide). Product: CP(=O)(N1C=NC=2N(C(N(C(C12)=O)CP(C)(C)=O)=O)C)C ([1-(7-Dimethylphosphinyl-3-methylxanthin-1-yl)methyl]dimethylphosphine Oxide). As a reaction SMILES: [Na].[Na].[CH3:3][N:4]1[C:12]2[N:11]=[CH:10][NH:9][C:8]=2[C:7](=[O:13])[NH:6][C:5]1=[O:14].Cl[CH2:16][P:17](=[O:20])([CH3:19])[CH3:18]>>[CH3:16][P:17]([CH3:18])([N:9]1[C:8]2[C:7](=[O:13])[N:6]([CH2:16][P:17](=[O:20])([CH3:19])[CH3:18])[C:5](=[O:14])[N:4]([CH3:3])[C:12]=2[N:11]=[CH:10]1)=[O:20] |f:0.1.2,^1:0,1|. Reported procedure: The title substance was prepared from 22 g (0.1 mol) of 3-methylxanthine disodium salt and chloromethyldimethylphosphine oxide analogously to Example 59 and crystallized from methanol.